This data is from the Open Reaction Database (ORD), a public repository of structured organic reaction records. The task is: describe an organic reaction: reactants, conditions, products, and yield Starting materials: NC=1C=C(C=CC1Cl)C(C(=O)OC)(C)C (methyl 2-(3-amino-4-chlorophenyl)-2-methylpropanoate), CC1=C(C(=O)Cl)C=C(C(=C1)OC[C@H]1OC2=C(N(C1)C)C=CC=C2)C (2,5-dimethyl-4-(((2S)-4-methyl-3,4-dihydro-2H-1,4-benzoxazin-2-yl)methoxy)benzoylchloride), OC1=CC(=C(C(=O)OC)C=C1C)C (methyl 4-hydroxy-2,5-dimethylbenzoate). The product is ClC1=C(C=C(C=C1)C(C(=O)O)(C)C)NC(C1=C(C=C(C(=C1)C)OC[C@H]1OC2=C(N(C1)C)C=CC=C2)C)=O (2-(4-chloro-3-((2,5-dimethyl-4-(((2S)-4-methyl-3,4-dihydro-2H-1,4-benzoxazin-2-yl)methoxy)benzoyl)amino)phenyl)-2-methylpropanoic acid). Isolated yield 66.1%. Reaction SMILES: [NH2:1][C:2]1[CH:3]=[C:4]([C:9]([CH3:15])([CH3:14])[C:10]([O:12]C)=[O:11])[CH:5]=[CH:6][C:7]=1[Cl:8].[CH3:16][C:17]1[CH:25]=[C:24]([O:26][CH2:27][C@@H:28]2[CH2:33][N:32]([CH3:34])[C:31]3[CH:35]=[CH:36][CH:37]=[CH:38][C:30]=3[O:29]2)[C:23]([CH3:39])=[CH:22][C:18]=1[C:19](Cl)=[O:20].OC1C(C)=CC(C(OC)=O)=C(C)C=1>>[Cl:8][C:7]1[CH:6]=[CH:5][C:4]([C:9]([CH3:15])([CH3:14])[C:10]([OH:12])=[O:11])=[CH:3][C:2]=1[NH:1][C:19](=[O:20])[C:18]1[CH:22]=[C:23]([CH3:39])[C:24]([O:26][CH2:27][C@@H:28]2[CH2:33][N:32]([CH3:34])[C:31]3[CH:35]=[CH:36][CH:37]=[CH:38][C:30]=3[O:29]2)=[CH:25][C:17]=1[CH3:16]. Procedure details: By the same procedures as a series of Example 18 and Example 19 using the compound (139 mg) prepared in Example 16 and 2,5-dimethyl-4-(((2S)-4-methyl-3,4-dihydro-2H-1,4-benzoxazin-2-yl)methoxy)benzoylchloride (211 mg) (the compound prepared by the same procedures as a series of Example 8→Example 9→Example 10 using methyl 4-hydroxy-2,5-dimethylbenzoate.), the title compound (211 mg) having the following physical data was obtained. Starting materials: C(C)OC1=C(C=CC=C1)CCC1=C(OCCC2N(CCC2)C)C=CC=C1 (2-(2-{2-[2-(2-ethoxyphenyl)ethyl]phenoxy}ethyl)-1-methylpyrrolidine), Cl (hydrogen chloride). Solvent: C(C)(=O)OCC (ethyl acetate), solution, O1CCOCC1 (dioxane). The product is Cl.C(C)OC1=C(C=CC=C1)CCC1=C(OCCC2N(CCC2)C)C=CC=C1 (2-(2-{2-[2-(2-Ethoxyphenyl)ethyl]phenoxy}ethyl)-1-methylpyrrolidine hydrochloride). Yield: 63.0%. Reaction SMILES: [CH2:1]([O:3][C:4]1[CH:9]=[CH:8][CH:7]=[CH:6][C:5]=1[CH2:10][CH2:11][C:12]1[CH:26]=[CH:25][CH:24]=[CH:23][C:13]=1[O:14][CH2:15][CH2:16][CH:17]1[CH2:21][CH2:20][CH2:19][N:18]1[CH3:22])[CH3:2].[ClH:27]>C(OCC)(=O)C.O1CCOCC1>[ClH:27].[CH2:1]([O:3][C:4]1[CH:9]=[CH:8][CH:7]=[CH:6][C:5]=1[CH2:10][CH2:11][C:12]1[CH:26]=[CH:25][CH:24]=[CH:23][C:13]=1[O:14][CH2:15][CH2:16][CH:17]1[CH2:21][CH2:20][CH2:19][N:18]1[CH3:22])[CH3:2] |f:4.5|. Procedure details: 0.600 g of 2-(2-{2-[2-(2-ethoxyphenyl)ethyl]phenoxy}ethyl)-1-methylpyrrolidine [prepared as described in step (a) above] was dissolved in a small amount of ethyl acetate, and 0.41 ml of a 4N solution of hydrogen chloride in dioxane was added to the solution. The mixture was then concentrated by distillation under reduced pressure. The resulting solid was dissolved in a small amount of methanol, and 30 ml of ethyl acetate were added to the solution, which was then allowed to stand at room tempera... The reactants are O=C([O-])[O-], Cc1ncc[nH]1, [Cs+], [Cs+], Cc1ccc(F)nc1, CN(C)C=O, O. The product is Cc1ccc(-n2ccnc2C)nc1. RXN SMILES: [C:15](=[O:16])([O-:17])[O-:18].[CH3:1][c:2]1[nH:3][cH:4][cH:5][n:6]1.[Cs+:19].[Cs+:20].[F:7][c:8]1[n:9][cH:10][c:11]([CH3:14])[cH:12][cH:13]1.[O:22]=[CH:23][N:24]([CH3:25])[CH3:26].[OH2:21]>>[CH3:1][c:2]1[n:3](-[c:8]2[n:9][cH:10][c:11]([CH3:14])[cH:12][cH:13]2)[cH:4][cH:5][n:6]1. Starting materials: CCO, ClC(Cl)Cl, O=C(c1ccccc1)c1ccc([N+](=O)[O-])cc1Cl, Cl, [Fe], [NH4+], [OH-], O. As a reaction SMILES: [CH3:26][CH2:27][OH:28].[CH:22]([Cl:23])([Cl:24])[Cl:25].[Cl:1][c:2]1[c:3]([C:4](=[O:5])[c:6]2[cH:7][cH:8][cH:9][cH:10][cH:11]2)[cH:12][cH:13][c:14]([N+:16]([O-:17])=[O:18])[cH:15]1.[ClH:19].[Fe:30].[NH4+:20].[OH-:21].[OH2:29]>>[Cl:1][c:2]1[c:3]([C:4](=[O:5])[c:6]2[cH:7][cH:8][cH:9][cH:10][cH:11]2)[cH:12][cH:13][c:14]([NH2:16])[cH:15]1. Product: Nc1ccc(C(=O)c2ccccc2)c(Cl)c1. Starting materials: C(CC(=O)OCC)(=O)OCC (diethyl malonate), [OH-].[K+] (potassium hydroxide), [Cl-].C(CCCCCCC)(=O)C(C(CCCCCCC)=O)(C(CCCCCCC)=O)[NH3+] (tricaprylylmethylammonium chloride), BrC\C=C\CBr (trans-1,4-dibromo-2-butene). Run in ClCCl (dichloromethane). Product: C(C)OC(=O)C1(C(C1)C=C)C(=O)OCC (1,1-di-ethoxycarbonyl-2-vinylcyclopropane). Yield: 89.0%. RXN SMILES: Br[CH2:2]/[CH:3]=[CH:4]/[CH2:5]Br.[C:7]([O:15][CH2:16][CH3:17])(=[O:14])[CH2:8][C:9]([O:11][CH2:12][CH3:13])=[O:10].[OH-].[K+].[Cl-].C(C([NH3+])(C(=O)CCCCCCC)C(=O)CCCCCCC)(=O)CCCCCCC>ClCCl>[CH2:16]([O:15][C:7]([C:8]1([C:9]([O:11][CH2:12][CH3:13])=[O:10])[CH2:5][CH:4]1[CH:3]=[CH2:2])=[O:14])[CH3:17] |f:2.3,4.5|. Procedure: Patent Document 1 and Example 21 of Patent Document 2 describe that trans-1,4-dibromo-2-butene is allowed to react with diethyl malonate in dichloromethane in the presence of potassium hydroxide (90% flake form) and tricaprylylmethylammonium chloride, so as to obtain 1,1-di-ethoxycarbonyl-2-vinylcyclopropane at a yield of 89%. Reactants: ClC1=CC=C(C=C1)N1CCC(CC1)N(C(OC(C)(C)C)=O)C (Tert-butyl N-[1-(4-chlorophenyl)piperidin-4-yl]-N-methylcarbamate). Solvent: C(Cl)Cl (methylene chloride), FC(C(=O)O)(F)F (trifluoroacetic acid). Run at time 5 hour. The product is ClC1=CC=C(C=C1)N1CCC(CC1)NC (N-[1-(4-chlorophenyl)piperidin-4-yl]-N-methylamine). Isolated yield 95.1%. As a reaction SMILES: [Cl:1][C:2]1[CH:7]=[CH:6][C:5]([N:8]2[CH2:13][CH2:12][CH:11]([N:14](C)[C:15](=O)OC(C)(C)C)[CH2:10][CH2:9]2)=[CH:4][CH:3]=1>C(Cl)Cl.FC(F)(F)C(O)=O>[Cl:1][C:2]1[CH:7]=[CH:6][C:5]([N:8]2[CH2:9][CH2:10][CH:11]([NH:14][CH3:15])[CH2:12][CH2:13]2)=[CH:4][CH:3]=1. Procedure details: Tert-butyl N-[1-(4-chlorophenyl)piperidin-4-yl]-N-methylcarbamate (4.71 g, 14.5 mmol) prepared in Reference Example 165 was dissolved in methylene chloride (30 ml), to which trifluoroacetic acid (20 ml) was added dropwise, and the mixture was stirred at room temperature for 5 hours. The reaction mixture was concentrated under reduced pressure, and the residue was then dissolved in methylene chloride. The solution was neutralized with sodium hydroxide aqueous solution, and the mixture was extract... Starting materials: [OH-].[Na+] (NaOH), COC(C(C12CC3(CC(CC(C1)C3)C2)O)(Cl)Cl)=O (dichloro-(3-hydroxy-adamantan-1-yl)-acetic acid methyl ester), Cl (HCl), COC(C(C12CC3(CC(CC(C1)C3)C2)O)(Cl)Cl)=O (dichloro-(3-hydroxy-adamantan-1-yl)-acetic acid methyl ester), COC(C(C12CC3(CC(CC(C1)C3)C2)O)(Cl)Cl)=O (dichloro-(3-hydroxy-adamantan-1-yl)-acetic acid methyl ester), ice. Solvent: CO (methanol), CO (methanol). Product: ClC(C(=O)O)(C12CC3(CC(CC(C1)C3)C2)O)Cl (dichloro-(3-hydroxy-adamantan-1-yl)-acetic acid). As a reaction SMILES: [OH-].[Na+].C[O:4][C:5](=[O:20])[C:6]([Cl:19])([Cl:18])[C:7]12[CH2:16][CH:11]3[CH2:12][CH:13]([CH2:15][C:9]([OH:17])([CH2:10]3)[CH2:8]1)[CH2:14]2.Cl>CO>[Cl:18][C:6]([Cl:19])([C:7]12[CH2:14][CH:13]3[CH2:12][CH:11]([CH2:10][C:9]([OH:17])([CH2:15]3)[CH2:8]1)[CH2:16]2)[C:5]([OH:20])=[O:4] |f:0.1|. Procedure: A 500 ml round-bottomed flask was charged with methanol (200 ml) and 1 N NaOH (194 ml, 194 mmol, approximately 1.36 equivalents relative to input dichloro-(3-hydroxy-adamantan-1-yl)-acetic acid methyl ester (Formula VIII)). The resulting solution was cooled in an ice bath until the temperature was <9° C. The cold bath was removed and dichloro-(3-hydroxy-adamantan-1-yl)-acetic acid methyl ester (Formula VIII)(41.68 g, 142.1 mmol) was added. The resulting suspension was allowed to stir at ambient ... The reactants are C1=CN(C=N1)C(=O)N2C=CN=C2 (CDI), C(C1=CC=CC=C1)N(C1=NC(=CC(=C1N)NCC=1C=NC(=CC1)C)C=1OC=CN1)CC1=CC=CC=C1 (N2,N2-dibenzyl-N4-(6-methyl-pyridin-3-ylmethyl)-6-oxazol-2-yl-pyridine-2,3,4-triamine), C1=CN(C=N1)C(=O)N2C=CN=C2 (CDI). Solvent: C1CCOC1 (THF). Reaction conditions: temperature 60 celsius, time 5 hour. Product: NC1=NC(=CC2=C1NC(N2CC=2C=NC(=CC2)C)=O)C=2OC=CN2 (4-Amino-1-(6-methyl-pyridin-3-ylmethyl)-6-oxazol-2-yl-1,3-dihydro-imidazo[4,5-c]pyridine-2-one). Yield: 11.1%. As a reaction SMILES: C1N=CN([C:6](N2C=NC=C2)=[O:7])C=1.C([N:20](CC1C=CC=CC=1)[C:21]1[C:26]([NH2:27])=[C:25]([NH:28][CH2:29][C:30]2[CH:31]=[N:32][C:33]([CH3:36])=[CH:34][CH:35]=2)[CH:24]=[C:23]([C:37]2[O:38][CH:39]=[CH:40][N:41]=2)[N:22]=1)C1C=CC=CC=1>C1COCC1>[NH2:20][C:21]1[C:26]2[NH:27][C:6](=[O:7])[N:28]([CH2:29][C:30]3[CH:31]=[N:32][C:33]([CH3:36])=[CH:34][CH:35]=3)[C:25]=2[CH:24]=[C:23]([C:37]2[O:38][CH:39]=[CH:40][N:41]=2)[N:22]=1. Procedure details: CDI (272 mg) was added to a solution of N2,N2-dibenzyl-N4-(6-methyl-pyridin-3-ylmethyl)-6-oxazol-2-yl-pyridine-2,3,4-triamine (400 mg) in THF (10 ml). The solution was left to stir under N2 at 60° C. for 5 h. A further 3 equivalents of CDI (408 mg) were added and the reaction heated at reflux for 16 h. The reaction mixture was allowed to cool then concentrated in vacuo. The crude mixture was then dissolved in concentrated H2SO4 (5 ml) and left for 30 minutes at RT. The dark brown solution was ad...